Dataset: the Open Reaction Database (ORD), a public repository of structured organic reaction records. Task: describe an organic reaction: reactants, conditions, products, and yield Starting materials: C1C(CCC2=CC=CC=C12)N(NC=O)C(=S)N (N-[(1,2,3,4-tetrahydronaphthalen-2-yl)(aminothiocarbonyl)amino]formamide), Cl (hydrochloric acid). Run in [OH-].[Na+] (sodium hydroxide). Yields the product C1C(CCC2=CC=CC=C12)N1N=CNC1=S (2-(1,2,3,4-tetrahydronaphthalen-2-yl)-2,4-dihydro[1,2,4]triazole-3-thione). Yield: 44.2%. RXN SMILES: [CH2:1]1[C:10]2[C:5](=[CH:6][CH:7]=[CH:8][CH:9]=2)[CH2:4][CH2:3][CH:2]1[N:11]([C:15]([NH2:17])=[S:16])[NH:12][CH:13]=O.Cl>[OH-].[Na+]>[CH2:1]1[C:10]2[C:5](=[CH:6][CH:7]=[CH:8][CH:9]=2)[CH2:4][CH2:3][CH:2]1[N:11]1[C:15](=[S:16])[NH:17][CH:13]=[N:12]1 |f:2.3|. Procedure: A solution of N-[(1,2,3,4-tetrahydronaphthalen-2-yl)(aminothiocarbonyl)amino]formamide (0.6 g, 2.4 mmol) in 10 mL of 10% sodium hydroxide was heated at 70° C. for 30 minutes. The solution was cooled, acidified with dilute hydrochloric acid and extracted with ethyl acetate. The ethyl acetate extract was washed with brine, dried over sodium sulfate and concentrated. The residue was recrystallized from ethyl acetate/hexane and filtration gave 2-(1,2,3,4-tetrahydronaphthalen-2-yl)-2,4-dihydro[1,2,4]... Reactants: O=C(O)c1ccc(Br)c(OCC(F)(F)F)n1, CC(C)(N)c1nccs1. Yields the product CC(C)(NC(=O)c1ccc(Br)c(OCC(F)(F)F)n1)c1nccs1. As a reaction SMILES: [Br:1][c:2]1[cH:3][cH:4][c:5]([C:14](=[O:15])[OH:16])[n:6][c:7]1[O:8][CH2:9][C:10]([F:11])([F:12])[F:13].[CH3:17][C:18]([NH2:19])([c:20]1[s:21][cH:22][cH:23][n:24]1)[CH3:25]>>[Br:1][c:2]1[cH:3][cH:4][c:5]([C:14](=[O:16])[NH:19][C:18]([CH3:17])([c:20]2[s:21][cH:22][cH:23][n:24]2)[CH3:25])[n:6][c:7]1[O:8][CH2:9][C:10]([F:11])([F:12])[F:13]. The reactants are O=C([O-])[O-], CC(C)=O, ClCc1ccccc1, [K+], [K+], O, COC(=O)C(=NO)C(C)=O. The product is COC(=O)C(=NOCc1ccccc1)C(C)=O. RXN SMILES: [C:19](=[O:20])([O-:21])[O-:22].[CH3:26][C:27](=[O:28])[CH3:29].[Cl:11][CH2:12][c:13]1[cH:14][cH:15][cH:16][cH:17][cH:18]1.[K+:23].[K+:24].[OH2:25].[OH:1][N:2]=[C:3]([C:4](=[O:5])[O:6][CH3:7])[C:8](=[O:9])[CH3:10]>>[O:1]([N:2]=[C:3]([C:4](=[O:5])[O:6][CH3:7])[C:8](=[O:9])[CH3:10])[CH2:12][c:13]1[cH:14][cH:15][cH:16][cH:17][cH:18]1. Reactants: C(CC)=O (propionaldehyde), C=C(CO)CO (2-methylene-1,3-propanediol), by-product, O (water). The solvent is CCCCCC (hexane). Yields the product C(C)C1OCC(CO1)=C (2-ethyl-5-methylene-1,3-dioxane). Yield: 73.2%. RXN SMILES: [CH:1](=[O:4])[CH2:2][CH3:3].[CH2:5]=[C:6]([CH2:9]O)[CH2:7][OH:8].O>CCCCCC>[CH2:2]([CH:1]1[O:8][CH2:7][C:6](=[CH2:5])[CH2:9][O:4]1)[CH3:3]. Procedure: A mixture of 16.3 g of propionaldehyde and 20.2 g of 2-methylene-1,3-propanediol in 1200 ml of hexane containing 0.1 g p-toluenesulfonic acid was stirred thoroughly and the mixture was heated under reflux for two hours while 5.3 g of by-product water was collected in a Dean-Stark trap. The mixture was cooled, concentrated by evaporation under reduced pressure to 50 ml and then treated with 200 ml of ether. The ethereal solution was washed with 75 ml of ten percent sodium carbonate and two 75-ml ... Reactants: CCCCOc1nc(N)c2nc(O)n(Cc3cccc(C(=O)OCCOCc4ccccc4)c3)c2n1, C1CCOC1, CO, Cl. Yields the product CCCCOc1nc(N)c2nc(O)n(Cc3cccc(C(=O)OCCO)c3)c2n1. Reaction SMILES: [CH2:1]([CH2:2][CH2:3][CH3:4])[O:5][c:6]1[n:7][c:8]([NH2:36])[c:9]2[n:10][c:11]([OH:35])[n:12]([CH2:15][c:16]3[cH:17][c:18]([C:22](=[O:23])[O:24][CH2:25][CH2:26][O:27][CH2:28][c:29]4[cH:30][cH:31][cH:32][cH:33][cH:34]4)[cH:19][cH:20][cH:21]3)[c:13]2[n:14]1.[CH2:38]1[O:39][CH2:40][CH2:41][CH2:42]1.[CH3:43][OH:44].[ClH:37]>>[CH2:1]([CH2:2][CH2:3][CH3:4])[O:5][c:6]1[n:7][c:8]([NH2:36])[c:9]2[n:10][c:11]([OH:35])[n:12]([CH2:15][c:16]3[cH:17][c:18]([C:22](=[O:23])[O:24][CH2:25][CH2:26][OH:27])[cH:19][cH:20][cH:21]3)[c:13]2[n:14]1. RXN SMILES: [NH2:1][C:2]1[N:3]([C:17]2[CH:22]=[CH:21][CH:20]=[CH:19][CH:18]=2)[N:4]=[C:5]2[C:14]3[CH:13]=[CH:12][C:11]([NH2:15])=[CH:10][C:9]=3[NH:8][C:7](=[O:16])[C:6]=12.Cl[CH2:24][CH2:25][S:26](Cl)(=[O:28])=[O:27].C(N(C(C)C)CC)(C)C.[CH3:39][N:40]1[CH2:45][CH2:44][NH:43][CH2:42][CH2:41]1>O.CN(C)C=O.O1CCCC1>[NH2:1][C:2]1[N:3]([C:17]2[CH:22]=[CH:21][CH:20]=[CH:19][CH:18]=2)[N:4]=[C:5]2[C:14]3[CH:13]=[CH:12][C:11]([NH:15][S:26]([CH2:25][CH2:24][N:43]4[CH2:44][CH2:45][N:40]([CH3:39])[CH2:41][CH2:42]4)(=[O:28])=[O:27])=[CH:10][C:9]=3[NH:8][C:7](=[O:16])[C:6]=12. The product is NC=1N(N=C2C1C(NC=1C=C(C=CC21)NS(=O)(=O)CCN2CCN(CC2)C)=O)C2=CC=CC=C2 (N-(3-amino-4-oxo-2-phenyl-4,5-dihydro-2H-pyrazolo[4,3-c]quinolin-7-yl)-2-(4-methyl-1-piperazinyl)ethanesulfonamide). Reactants: CN1CCNCC1 (1-methylpiperazine), NC=1N(N=C2C1C(NC=1C=C(C=CC21)N)=O)C2=CC=CC=C2 (3,7-diamino-2-phenyl-2,5-dihydro-4H-pyrazolo[4,3-c]quinolin-4-one), ClCCS(=O)(=O)Cl (2-chloroethanesulfonyl chloride), C(C)(C)N(CC)C(C)C (diisopropylethylamine). Reported procedure: A mixture of 3,7-diamino-2-phenyl-2,5-dihydro-4H-pyrazolo[4,3-c]quinolin-4-one (150 mg), 2-chloroethanesulfonyl chloride (61.8 μl), diisopropylethylamine (108 μl) and tetrahydrofuran (5 ml) was stirred at room temperature for 30 minutes, 1-methylpiperazine (571 μl) and N,N-dimethylformamide (1 ml) were added thereto, and stirred at room temperature for one night. To the reaction mixture was added water, and the mixture was extracted with ethyl acetate. The extract was washed with water and brine... Run at time 30 minute. Solvent: CN(C=O)C (N,N-dimethylformamide), O (water), O1CCCC1 (tetrahydrofuran). Starting materials: [BH4-].[Na+] (Sodium borohydride), C(C)(=O)C1=NC=CC=C1 (acetylpyridine), C(C)O (ethanol). Reaction conditions: time 20 minute. Yields the product OC(C)C=1C=NC=CC1 (3-(1-hydroxyethyl)pyridine). As a reaction SMILES: [BH4-].[Na+].C([C:6]1[CH:11]=[CH:10][CH:9]=[CH:8][N:7]=1)(=O)C.[CH2:12]([OH:14])[CH3:13]>>[OH:14][CH:12]([C:9]1[CH:8]=[N:7][CH:6]=[CH:11][CH:10]=1)[CH3:13] |f:0.1|. Procedure: Sodium borohydride (1.75 g) was added in portions to a stirred solution of acetylpyridine (12.1 g) in ethanol (100 mL) at 0° C. The mixture was allowed to warm to room temperature and stirred for 20 min, then concentrated under reduced pressure to remove ethanol. The thick residue was diluted with 300 mL of dichloromethane, 25 mL of water and 5 mL of 20% NaOH. The aqueous layer was saturated with sodium chloride, and extracted with ethyl acetate (4×150 mL). The combined organic extracts were dri... Procedure details: 1.21 g (2.01 mmol) of (2R*,4S*)-2-benzyl-1-(3,5-dichlorobenzoyl)-N-(4-quinolylmethyl)-N-trifluoroacetyl-4-piperidinamine are reacted with 0.305 mg (8.06 mmol) of sodium borohydride in analogy to Example 2. The title compound ##STR33## is obtained as white foam; TLC: methylene chloride/methanol/conc. ammonia (700:50:1) Rf =0.37; FD-MS: M+ =503. The reactants are C(C1=CC=CC=C1)[C@H]1N(CC[C@@H](C1)N(C(C(F)(F)F)=O)CC1=CC=NC2=CC=CC=C12)C(C1=CC(=CC(=C1)Cl)Cl)=O ((2R*,4S*)-2-benzyl-1-(3,5-dichlorobenzoyl)-N-(4-quinolylmethyl)-N-trifluoroacetyl-4-piperidinamine), [BH4-].[Na+] (sodium borohydride). As a reaction SMILES: [CH2:1]([C@@H:8]1[CH2:13][C@@H:12]([N:14]([CH2:21][C:22]2[C:31]3[C:26](=[CH:27][CH:28]=[CH:29][CH:30]=3)[N:25]=[CH:24][CH:23]=2)C(=O)C(F)(F)F)[CH2:11][CH2:10][N:9]1[C:32](=[O:41])[C:33]1[CH:38]=[C:37]([Cl:39])[CH:36]=[C:35]([Cl:40])[CH:34]=1)[C:2]1[CH:7]=[CH:6][CH:5]=[CH:4][CH:3]=1.[BH4-].[Na+]>>[CH2:1]([C@@H:8]1[CH2:13][C@@H:12]([NH:14][CH2:21][C:22]2[C:31]3[C:26](=[CH:27][CH:28]=[CH:29][CH:30]=3)[N:25]=[CH:24][CH:23]=2)[CH2:11][CH2:10][N:9]1[C:32](=[O:41])[C:33]1[CH:34]=[C:35]([Cl:40])[CH:36]=[C:37]([Cl:39])[CH:38]=1)[C:2]1[CH:7]=[CH:6][CH:5]=[CH:4][CH:3]=1 |f:1.2|. The product is C(C1=CC=CC=C1)[C@H]1N(CC[C@@H](C1)NCC1=CC=NC2=CC=CC=C12)C(C1=CC(=CC(=C1)Cl)Cl)=O ((2R*,4S*)-2-benzyl-1-(3,5-dichlorobenzoyl)-N-(4-quinolylmethyl)-4-piperidinamine). Reactants: BrC=1C=C2C(=C(C=NC2=CC1)C(C)=O)NC1=CC=C(C=C1)CCN(C)C (1-(6-bromo-4-(4-(2-(dimethylamino)ethyl)phenyl amino)quinolin-3-yl)ethanone), ClC1=C(C(=CC(=C1)B1OC(C(O1)(C)C)(C)C)F)O (2-chloro-6-fluoro-4-(4,4,5,5-tetramethyl-1,3,2-dioxaborolan-2-yl)phenol). The product is ClC=1C=C(C=C(C1O)F)C=1C=C2C(=C(C=NC2=CC1)C(C)=O)NC1=CC=C(C=C1)CCN(C)C (1-(6-(3-chloro-5-fluoro-4-hydroxyphenyl)-4-(4-(2-(dimethylamino)ethyl)phenylamino)quinolin-3-yl)ethanone). The yield is 26.7%. As a reaction SMILES: Br[C:2]1[CH:3]=[C:4]2[C:9](=[CH:10][CH:11]=1)[N:8]=[CH:7][C:6]([C:12](=[O:14])[CH3:13])=[C:5]2[NH:15][C:16]1[CH:21]=[CH:20][C:19]([CH2:22][CH2:23][N:24]([CH3:26])[CH3:25])=[CH:18][CH:17]=1.[Cl:27][C:28]1[CH:33]=[C:32](B2OC(C)(C)C(C)(C)O2)[CH:31]=[C:30]([F:43])[C:29]=1[OH:44]>>[Cl:27][C:28]1[CH:33]=[C:32]([C:2]2[CH:3]=[C:4]3[C:9](=[CH:10][CH:11]=2)[N:8]=[CH:7][C:6]([C:12](=[O:14])[CH3:13])=[C:5]3[NH:15][C:16]2[CH:21]=[CH:20][C:19]([CH2:22][CH2:23][N:24]([CH3:26])[CH3:25])=[CH:18][CH:17]=2)[CH:31]=[C:30]([F:43])[C:29]=1[OH:44]. Procedure details: Following general procedure D, 1-(6-bromo-4-(4-(2-(dimethylamino)ethyl)phenyl amino)quinolin-3-yl)ethanone (76 mg, 0.18 mmol) was reacted with 2-chloro-6-fluoro-4-(4,4,5,5-tetramethyl-1,3,2-dioxaborolan-2-yl)phenol (76 mg, 0.28 mmol) to afford the desired product (23 mg, 27%) as a yellow-green solid: 1H NMR (500 MHz, CD3OD+TFA-d) δ 9.30 (s, 1H), 8.19 (dd, J=8.8, 2.0 Hz, 1H), 8.00 (d, J=8.8 Hz, 1H), 7.76 (d, J=2.1 Hz, 1H), 7.60 (d, J=8.3 Hz, 2H), 7.50 (d, J=8.3 Hz, 2H), 6.99-6.92 (m, 2H), 3.46-3.... The reagents and catalysts are C1(=CC=CC=C1)P(C1=CC=CC=C1)C1=CC=CC=C1.C1(=CC=CC=C1)P(C1=CC=CC=C1)C1=CC=CC=C1.C1(=CC=CC=C1)P(C1=CC=CC=C1)C1=CC=CC=C1.C1(=CC=CC=C1)P(C1=CC=CC=C1)C1=CC=CC=C1.[Pd] (palladium tetrakis(triphenylphosphine)), [Cl-].[Zn+2].[Cl-] (zinc chloride). Run at temperature 0 celsius, time 30 minute. Reactants: S(=O)(=O)(C1=CC=C(C)C=C1)OC1CC=C(CC1)C (4-Methyl-3-cyclohexenol tosylate), O1CCCC1 (tetrahydrofuran), solution, O1CCCC1 (tetrahydrofuran), O1CCCC1 (tetrahydrofuran), Cl (HCl). Yields the product CC1=CCC(CC1)C#C (4-Methyl-3-cyclohexenylacetylene). Procedure: To a solution of lithium acetylide ethylenediamine complex (4.53 g) in dry tetrahydrofuran (38 mL), stirred and cooled to 0° C., is slowly added a 0.5M solution of zinc chloride in dry tetrahydrofuran (100 mL). The mixture is stirred at 10° C. for 30 minutes, then cooled to 0° C. again. A solution of tosylate 4D (R=methyl) (5 g) in dry tetrahydrofuran (11 mL) is then added dropwise, followed by addition of palladium tetrakis(triphenylphosphine) (650 mg). The reaction mixture is stirred overnight... Reaction SMILES: S(OC1CCC(C)=CC1)([C:4]1[CH:10]=C[C:7](C)=[CH:6][CH:5]=1)(=O)=O.Cl.O1[CH2:24][CH2:23][CH2:22][CH2:21]1>[Cl-].[Zn+2].[Cl-].C1(P(C2C=CC=CC=2)C2C=CC=CC=2)C=CC=CC=1.C1(P(C2C=CC=CC=2)C2C=CC=CC=2)C=CC=CC=1.C1(P(C2C=CC=CC=2)C2C=CC=CC=2)C=CC=CC=1.C1(P(C2C=CC=CC=2)C2C=CC=CC=2)C=CC=CC=1.[Pd]>[CH3:21][C:22]1[CH2:7][CH2:6][CH:5]([C:4]#[CH:10])[CH2:24][CH:23]=1 |f:3.4.5,6.7.8.9.10|.